This data is from the Open Reaction Database (ORD), a public repository of structured organic reaction records. The task is: describe an organic reaction: reactants, conditions, products, and yield Starting materials: C1(=CC=CC=C1)C1=CC=C(CNN)C=C1 (4-phenylbenzylhydrazine), C(C)OC(C=C(OCC)N)=O (β-amino-β-ethoxyacrylic acid ethyl ester), C1(=CC=C(C=C1)S(=O)(=O)O)C (p-toluenesulphonic acid). Solvent: C(C)O (ethanol), C(C)O (ethanol). Conditions: time 8 hour. Yields the product NC=1NN(C(C1)=O)CC1=CC=C(C=C1)C1=CC=CC=C1 (3-Amino-1-(4-phenylbenzyl)-pyrazol-5-one). RXN SMILES: [C:1]1([C:7]2[CH:15]=[CH:14][C:10]([CH2:11][NH:12][NH2:13])=[CH:9][CH:8]=2)[CH:6]=[CH:5][CH:4]=[CH:3][CH:2]=1.C([O:18][C:19](=O)[CH:20]=[C:21]([NH2:25])OCC)C.C1(C)C=CC(S(O)(=O)=O)=CC=1>C(O)C>[NH2:25][C:21]1[NH:13][N:12]([CH2:11][C:10]2[CH:9]=[CH:8][C:7]([C:1]3[CH:2]=[CH:3][CH:4]=[CH:5][CH:6]=3)=[CH:15][CH:14]=2)[C:19](=[O:18])[CH:20]=1. Reported procedure: A solution of 29 g of 4-phenylbenzylhydrazine in 60 ml of ethanol was added dropwise, under nitrogen, to a solution of 23.4 g (0.147 mol) of β-amino-β-ethoxyacrylic acid ethyl ester and 1 g of p-toluenesulphonic acid in 100 ml of ethanol. During addition the temperature rose from 22° to 32° C. After standing overnight, the reaction solution was concentrated in vacuo, the precipitate which separated out was dissolved in 2 N sodium hydroxide solution and the alkaline solution was repeatedly extrac...